The task is: describe an organic reaction: reactants, conditions, products, and yield. This data is from the Open Reaction Database (ORD), a public repository of structured organic reaction records. Reactants: CC(=O)Oc1ccc2nc(-c3ccc([N+](=O)[O-])cc3)sc2c1, C1CCOC1, CO. Product: CC(=O)Oc1ccc2nc(-c3ccc(N)cc3)sc2c1. RXN SMILES: [C:1]([CH3:2])(=[O:3])[O:4][c:5]1[cH:6][c:7]2[c:8]([n:9][c:10](-[c:12]3[cH:13][cH:14][c:15]([N+:18]([O-:19])=[O:20])[cH:16][cH:17]3)[s:11]2)[cH:21][cH:22]1.[CH2:23]1[O:24][CH2:25][CH2:26][CH2:27]1.[CH3:28][OH:29]>>[C:1]([CH3:2])(=[O:3])[O:4][c:5]1[cH:6][c:7]2[c:8]([n:9][c:10](-[c:12]3[cH:13][cH:14][c:15]([NH2:18])[cH:16][cH:17]3)[s:11]2)[cH:21][cH:22]1. Reactants: COC(=O)C12CN(Cc3ccccc3)CC1C(=O)CCC2c1ccccc1, CCOCC, [Cl-], FC(F)(F)c1ccc(Br)cc1, [Mg], [NH4+]. The product is COC(=O)C12CN(Cc3ccccc3)CC1C(O)(c1ccc(C(F)(F)F)cc1)CCC2c1ccccc1. Reaction SMILES: [CH2:13]([c:14]1[cH:15][cH:16][cH:17][cH:18][cH:19]1)[N:20]1[CH2:21][CH:22]2[C:23](=[O:39])[CH2:24][CH2:25][CH:26]([c:33]3[cH:34][cH:35][cH:36][cH:37][cH:38]3)[C:27]2([C:29](=[O:30])[O:31][CH3:32])[CH2:28]1.[CH3:42][CH2:43][O:44][CH2:45][CH3:46].[Cl-:40].[F:2][C:3]([c:4]1[cH:5][cH:6][c:7]([Br:10])[cH:8][cH:9]1)([F:11])[F:12].[Mg:1].[NH4+:41]>>[F:2][C:3]([c:4]1[cH:5][cH:6][c:7]([C:23]2([OH:39])[CH:22]3[CH2:21][N:20]([CH2:13][c:14]4[cH:15][cH:16][cH:17][cH:18][cH:19]4)[CH2:28][C:27]3([C:29](=[O:30])[O:31][CH3:32])[CH:26]([c:33]3[cH:34][cH:35][cH:36][cH:37][cH:38]3)[CH2:25][CH2:24]2)[cH:8][cH:9]1)([F:11])[F:12].